Dataset: the Open Reaction Database (ORD), a public repository of structured organic reaction records. Task: describe an organic reaction: reactants, conditions, products, and yield The reactants are Brc1cccc(C#Cc2ccncc2)c1, CC(C)=O, [K+], [Mg+2], O=[Mn](=O)(=O)[O-], [Na+], O=C([O-])O, O=S(=O)([O-])[O-], O. The product is O=C(C(=O)c1cccc(Br)c1)c1ccncc1. As a reaction SMILES: [Br:1][c:2]1[cH:3][c:4]([C:8]#[C:9][c:10]2[cH:11][cH:12][n:13][cH:14][cH:15]2)[cH:5][cH:6][cH:7]1.[CH3:34][C:35](=[O:36])[CH3:37].[K+:32].[Mg+2:21].[Mn:27]([O-:28])(=[O:29])(=[O:30])=[O:31].[Na+:20].[O-:16][C:17]([OH:18])=[O:19].[O-:22][S:23]([O-:24])(=[O:25])=[O:26].[OH2:33]>>[Br:1][c:2]1[cH:3][c:4]([C:8]([C:9]([c:10]2[cH:11][cH:12][n:13][cH:14][cH:15]2)=[O:33])=[O:16])[cH:5][cH:6][cH:7]1.